The task is: describe an organic reaction: reactants, conditions, products, and yield. This data is from the Open Reaction Database (ORD), a public repository of structured organic reaction records. Isolated yield 93.7%. The solvent is CO (MeOH). Conditions: time 90 minute. Reactants: COC=1C(C(=NN(C1)C1=CC2=C(OC(C(O2)(F)F)(F)F)C=C1F)C(=O)OC)=O (methyl 5-methoxy-4-oxo-1-(2,2,3,3,7-pentafluoro-2,3-dihydro-1,4-benzodioxin-6-yl)-1,4-dihydropyridazine-3-carboxylate), [OH-].[Na+] (NaOH), Cl (HCl). Reaction SMILES: [CH3:1][O:2][C:3]1[C:4](=[O:28])[C:5]([C:24]([O:26]C)=[O:25])=[N:6][N:7]([C:9]2[C:22]([F:23])=[CH:21][C:12]3[O:13][C:14]([F:20])([F:19])[C:15]([F:18])([F:17])[O:16][C:11]=3[CH:10]=2)[CH:8]=1.[OH-].[Na+].Cl>CO>[CH3:1][O:2][C:3]1[C:4](=[O:28])[C:5]([C:24]([OH:26])=[O:25])=[N:6][N:7]([C:9]2[C:22]([F:23])=[CH:21][C:12]3[O:13][C:14]([F:20])([F:19])[C:15]([F:18])([F:17])[O:16][C:11]=3[CH:10]=2)[CH:8]=1 |f:1.2|. Product: COC=1C(C(=NN(C1)C1=CC2=C(OC(C(O2)(F)F)(F)F)C=C1F)C(=O)O)=O (5-Methoxy-4-oxo-1-(2,2,3,3,7-pentafluoro-2,3-dihydro-1,4-benzodioxin-6-yl)-1,4-dihydropyridazine-3-carboxylic acid). Reported procedure: To a solution of methyl 5-methoxy-4-oxo-1-(2,2,3,3,7-pentafluoro-2,3-dihydro-1,4-benzodioxin-6-yl)-1,4-dihydropyridazine-3-carboxylate (2.58 g, 6.31 mmol) in MeOH (26 mL) was added 1 M NaOH aqueous solution (13 mL) at 0° C. The mixture was stirred at room temperature for 90 min. To the mixture was added 1 M HCl aqueous solution (13 mL) at 0° C. The mixture was concentrated in vacuo. The precipitates were collected by filtration, washed with water and dried in vacuo at 60° C. to yield the title c...